This data is from the Open Reaction Database (ORD), a public repository of structured organic reaction records. The task is: describe an organic reaction: reactants, conditions, products, and yield Reactants: BrB(Br)Br, CC#N, ClCCl, CCOCc1nc2c(N)nc3cccnc3c2n1CC(C)(C)NC(=O)C1CCCCC1. Yields the product CC(C)(Cn1c(CO)nc2c(N)nc3cccnc3c21)NC(=O)C1CCCCC1. RXN SMILES: [B:1]([Br:2])([Br:3])[Br:4].[CH3:36][C:37]#[N:38].[Cl:39][CH2:40][Cl:41].[NH2:5][c:6]1[n:7][c:8]2[cH:9][cH:10][cH:11][n:12][c:13]2[c:14]2[c:15]1[n:16][c:17]([CH2:32][O:33][CH2:34][CH3:35])[n:18]2[CH2:19][C:20]([CH3:21])([CH3:22])[NH:23][C:24](=[O:25])[CH:26]1[CH2:27][CH2:28][CH2:29][CH2:30][CH2:31]1>>[NH2:5][c:6]1[n:7][c:8]2[cH:9][cH:10][cH:11][n:12][c:13]2[c:14]2[c:15]1[n:16][c:17]([CH2:32][OH:33])[n:18]2[CH2:19][C:20]([CH3:21])([CH3:22])[NH:23][C:24](=[O:25])[CH:26]1[CH2:27][CH2:28][CH2:29][CH2:30][CH2:31]1. Reactants: C#C (acetylene), C(=C)[Si](N(C)C)(N(C)C)N(C)C (Vinyltris(dimethylamino)silane). Reaction conditions: temperature 240 celsius. The product is C(C)[Si](N(C)C)(N(C)C)N(C)C (Ethyltris(dimethylamino)silane), 1,2-bis(trisdimethylamino)silylethane. The yield is 85.0%. Reaction SMILES: C#C.[CH:3]([Si:5]([N:12]([CH3:14])[CH3:13])([N:9]([CH3:11])[CH3:10])[N:6]([CH3:8])[CH3:7])=[CH2:4]>>[CH2:3]([Si:5]([N:9]([CH3:10])[CH3:11])([N:6]([CH3:8])[CH3:7])[N:12]([CH3:13])[CH3:14])[CH3:4]. Procedure: The reaction was carried out as in Example 3; however, the acetylene pressure was increased to 150 psig and the reaction temperature was maintained at 240° C. Vinyltris(dimethylamino)silane was the single major product at a yield of 85% theoretical. Ethyltris(dimethylamino)silane and 1,2-bis(trisdimethylamino)silylethane were also formed, each in approximately a 2 to 3% yield. Vinyltris(dimethylamino)silane was also formed in approximately 10% yield. Reactants: C(#N)NC(=N)NCCCCCC (1-cyano-3-n-hexylguanidine), C(C)NCC (diethylamine), S (hydrogen sulfide). Solvent: CO (methanol). Conditions: time 16 hour. Yields the product CCC(CCC)NC(=N)NC(=S)N ((3-n-Hexylguanyl)thiourea). As a reaction SMILES: [C:1]([NH:3][C:4]([NH:6][CH2:7][CH2:8][CH2:9][CH2:10]CC)=[NH:5])#[N:2].C(N[CH2:16][CH3:17])C.[SH2:18]>CO>[CH3:16][CH2:17][CH:7]([NH:6][C:4]([NH:3][C:1]([NH2:2])=[S:18])=[NH:5])[CH2:8][CH2:9][CH3:10]. Reported procedure: Gaseous hydrogen sulfide was bubbled through a mixture of 4.5 g. (0.027 mole) of 1-cyano-3-n-hexylguanidine, 75 ml. of methanol and 0.5 ml. of diethylamine for 6 hours, with stirring. Stirring was continued for 16 hours and then the mixture was heated to reflux temperature and hydrogen sulfide was again bubbled through the mixture. The resulting mixture was heated under reflux for an additional 16 hours, and then it was cooled to room temperature and evaporated in vacuo. The residue was chromato... Starting materials: C(C)N(C1=C(C=CC(=C1)OC)[C@H]1CC=2C=CC(=CC2CC1)OC(C(C)(C)C)=O)C(C1=CC=C(C=C1)O)=O (pivalic acid (R)-6-{2-[ethyl(4-hydroxybenzoyl)amino]-4-methoxyphenyl}-5,6,7,8-tetrahydronaphthalen-2-yl ester), ClCC(=O)N1CCC(CC1)C (2-chloro-1-(4-methylpiperidin-1-yl)ethanone). Yields the product C(C)N(C1=C(C=CC(=C1)OC)[C@H]1CC=2C=CC(=CC2CC1)O)CC1=CC=C(C=C1)OCCN1CCC(CC1)C ((R)-6-{2-{Ethyl{4-[2-(4-methylpiperidin-1-yl)ethoxy]benzyl}amino}-4-methoxyphenyl}-5,6,7,8-tetrahydronaphthalen-2-ol). Isolated yield 36.1%. RXN SMILES: [CH2:1]([N:3]([C:29](=O)[C:30]1[CH:35]=[CH:34][C:33]([OH:36])=[CH:32][CH:31]=1)[C:4]1[CH:9]=[C:8]([O:10][CH3:11])[CH:7]=[CH:6][C:5]=1[C@@H:12]1[CH2:21][CH2:20][C:19]2[CH:18]=[C:17]([O:22]C(=O)C(C)(C)C)[CH:16]=[CH:15][C:14]=2[CH2:13]1)[CH3:2].Cl[CH2:39][C:40]([N:42]1[CH2:47][CH2:46][CH:45]([CH3:48])[CH2:44][CH2:43]1)=O>>[CH2:1]([N:3]([CH2:29][C:30]1[CH:31]=[CH:32][C:33]([O:36][CH2:39][CH2:40][N:42]2[CH2:47][CH2:46][CH:45]([CH3:48])[CH2:44][CH2:43]2)=[CH:34][CH:35]=1)[C:4]1[CH:9]=[C:8]([O:10][CH3:11])[CH:7]=[CH:6][C:5]=1[C@@H:12]1[CH2:21][CH2:20][C:19]2[CH:18]=[C:17]([OH:22])[CH:16]=[CH:15][C:14]=2[CH2:13]1)[CH3:2]. Procedure: Synthesized from pivalic acid (R)-6-{2-[ethyl(4-hydroxybenzoyl)amino]-4-methoxyphenyl}-5,6,7,8-tetrahydronaphthalen-2-yl ester (15 mg) and 2-chloro-1-(4-methylpiperidin-1-yl)ethanone (10 mg) according to an analogous synthetic method to Example 404 and purified by LC-MS, the title compound (5.7 mg) was obtained. Isolated yield 70.4%. Run at time 10 minute. Product: S1COC=2C=NC(=CC21)CO ([1,3]oxathiolo[5,4-c]pyridine-6-methanol). The reactants are OCC1=CC(=C(C=N1)O)S (6-(hydroxymethyl)-4-mercapto-3-pyridinol), BrCBr (dibromomethane). Procedure details: To a solution of 6-(hydroxymethyl)-4-mercapto-3-pyridinol (500 mg, 3.2 mmol) in anhydrous DMF, potassium carbonate was added. The reaction mixture was stirred for 10 minutes and dibromomethane (0.44 mL, 6.4 mmol) was added. The reaction mixture was stirred at 70° C. for 18 hours under an argon atmosphere. DMF was removed in vacuo and the residue was partitioned between 5% MeOH in dichloromethane and water. The aqueous layer was extracted several times with 5% methanol in dichloromethane. The com... Solvent: CN(C)C=O (DMF), C([O-])([O-])=O.[K+].[K+] (potassium carbonate). As a reaction SMILES: [OH:1][CH2:2][C:3]1[N:8]=[CH:7][C:6]([OH:9])=[C:5]([SH:10])[CH:4]=1.Br[CH2:12]Br>CN(C=O)C.C(=O)([O-])[O-].[K+].[K+]>[S:10]1[C:5]2[CH:4]=[C:3]([CH2:2][OH:1])[N:8]=[CH:7][C:6]=2[O:9][CH2:12]1 |f:3.4.5|. Starting materials: O=C1NC2=C(C=CC=C2C1)S(=O)(=O)C1=CC=C(C=C1)Cl (2-oxo-7-(4-chlorophenylsulfonyl)indoline), O1CCOCC1 (dioxane), [OH-].[Na+] (sodium hydroxide). Run in O (water). Conditions: time 6 hour. Yields the product NC1=C(C=CC=C1S(=O)(=O)C1=CC=C(C=C1)Cl)CC(=O)O (2-[2-amino-3-(4-chlorophenylsulfonyl)phenyl]acetic acid). Reaction SMILES: [O:1]=[C:2]1[CH2:10][C:9]2[C:4](=[C:5]([S:11]([C:14]3[CH:19]=[CH:18][C:17]([Cl:20])=[CH:16][CH:15]=3)(=[O:13])=[O:12])[CH:6]=[CH:7][CH:8]=2)[NH:3]1.[O:21]1CCOCC1.[OH-].[Na+]>O>[NH2:3][C:4]1[C:5]([S:11]([C:14]2[CH:19]=[CH:18][C:17]([Cl:20])=[CH:16][CH:15]=2)(=[O:13])=[O:12])=[CH:6][CH:7]=[CH:8][C:9]=1[CH2:10][C:2]([OH:21])=[O:1] |f:2.3|. Procedure details: A mixture of 2-oxo-7-(4-chlorophenylsulfonyl)indoline (3.3 g) and dioxane (20 ml) was added to a solution of sodium hydroxide (2.0 g) in water (20 ml), and the mixture was refluxed with stirring for 6 hrs. The reaction mixture was concentrated in vacuo, and the residue was dissolved in water. The aqueous solution was washed with diethyl ether, adjusted to pH 4 with 5% sulfuric acid and extracted with diethyl ether. The extract was washed with saline, dried over magnesium sulfate, treated with ch... The reactants are C(C)OC(=O)C1C(C2=C(CN1CC1=C(C=C(C=C1)OC)OC)N=C(S2)C(C)(C)C)=O (2-tert-butyl-5-(2,4-dimethoxy-benzyl)-7-oxo-4,5,6,7-tetrahydro-thiazolo[4,5-c]pyridine-6-carboxylic acid ethyl ester), S(=O)(Cl)Cl (thionyl chloride). The solvent is ClCCl (dichloromethane). Run at time 16 hour. Product: C(C)OC(=O)C1=C(C2=C(C=N1)N=C(S2)C(C)(C)C)O (2-tert-Butyl-7-hydroxy-thiazolo[4,5-c]pyridine-6-carboxylic acid ethyl ester). The yield is 56.3%. RXN SMILES: [CH2:1]([O:3][C:4]([CH:6]1[N:11](CC2C=CC(OC)=CC=2OC)[CH2:10][C:9]2[N:23]=[C:24]([C:26]([CH3:29])([CH3:28])[CH3:27])[S:25][C:8]=2[C:7]1=[O:30])=[O:5])[CH3:2].S(Cl)(Cl)=O>ClCCl>[CH2:1]([O:3][C:4]([C:6]1[N:11]=[CH:10][C:9]2[N:23]=[C:24]([C:26]([CH3:29])([CH3:28])[CH3:27])[S:25][C:8]=2[C:7]=1[OH:30])=[O:5])[CH3:2]. Procedure details: A solution of 2-tert-butyl-5-(2,4-dimethoxy-benzyl)-7-oxo-4,5,6,7-tetrahydro-thiazolo[4,5-c]pyridine-6-carboxylic acid ethyl ester (1 g, 2.3 mmol) in 23 mL of dichloromethane was cooled to 0° C. with an external ice bath and thionyl chloride (253 μL, 3.47 mmol) was added. The ice bath was removed and the reaction was allowed to stir at room temperature for 16 h. Pyridine (500 μL) was added and the mixture was stirred for 5 min before concentrating on silica gel under reduced pressure and purific... The reactants are C(C)OC(=O)N1C[C@H]([C@@H](CC1)NS(=O)(=O)C1=CC=C(C2=CC=CC=C12)NC(C1=C(C=CC=C1)C)=O)C(=O)OCC ((±)-(trans)-4-[4-(2-Methyl-benzoylamino)-naphthalene-1-sulfonylamino]-piperidine-1,3-dicarboxylic acid diethyl ester), C(C)OC(=O)N1C[C@H]([C@@H](CC1)NS(=O)(=O)C1=CC=C(C2=CC=CC=C12)NC(C1=C(C=CC=C1)C)=O)C(=O)OCC ((±)-(trans)-4-[4-(2-methyl-benzoylamino)-naphthalene-1-sulfonylamino]-piperidine-1,3-dicarboxylic acid diethyl ester), [BH4-].[Li+] (lithium borohydride), C(C)(C)(C)OC(=O)N1CCC(CC1)N (4-amino-piperidine-1-carboxylic acid tert-butyl ester), N(=C=O)C(C)C (2-isocyanato-propane), resultant solution. Solvent: C1CCOC1 (THF), C1CCOC1 (THF). Yields the product C(C)OC(=O)N1C[C@H]([C@@H](CC1)NS(=O)(=O)C1=CC=C(C2=CC=CC=C12)NC(C1=C(C=CC=C1)C)=O)CO ((±)-(trans)-3-Hydroxymethyl-4-[4-(2-methyl-benzoylamino)-naphthalene-1-sulfonylamino]-piperidine-1-carboxylic acid ethyl ester). RXN SMILES: [CH2:1]([O:3][C:4]([N:6]1[CH2:11][CH2:10][C@@H:9]([NH:12][S:13]([C:16]2[C:25]3[C:20](=[CH:21][CH:22]=[CH:23][CH:24]=3)[C:19]([NH:26][C:27](=[O:35])[C:28]3[CH:33]=[CH:32][CH:31]=[CH:30][C:29]=3[CH3:34])=[CH:18][CH:17]=2)(=[O:15])=[O:14])[C@H:8]([C:36](OCC)=[O:37])[CH2:7]1)=[O:5])[CH3:2].C(OC(N1CCC(N)CC1)=O)(C)(C)C.N(C(C)C)=C=O.[BH4-].[Li+]>C1COCC1>[CH2:1]([O:3][C:4]([N:6]1[CH2:11][CH2:10][C@@H:9]([NH:12][S:13]([C:16]2[C:25]3[C:20](=[CH:21][CH:22]=[CH:23][CH:24]=3)[C:19]([NH:26][C:27](=[O:35])[C:28]3[CH:33]=[CH:32][CH:31]=[CH:30][C:29]=3[CH3:34])=[CH:18][CH:17]=2)(=[O:14])=[O:15])[C@H:8]([CH2:36][OH:37])[CH2:7]1)=[O:5])[CH3:2] |f:3.4|. Procedure: (±)-(trans)-4-[4-(2-Methyl-benzoylamino)-naphthalene-1-sulfonylamino]-piperidine-1,3-dicarboxylic acid diethyl ester was made following general procedure in Scheme 5, substituting (±)-4-amino-1-benzyl-piperidine-3-carboxylic acid ethyl ester (5) for 4-amino-piperidine-1-carboxylic acid tert-butyl ester and substituting ethyl chloroformate for 2-isocyanato-propane. To the solution of (±)-(trans)-4-[4-(2-methyl-benzoylamino)-naphthalene-1-sulfonylamino]-piperidine-1,3-dicarboxylic acid diethyl est...